Dataset: the Open Reaction Database (ORD), a public repository of structured organic reaction records. Task: describe an organic reaction: reactants, conditions, products, and yield Starting materials: CCCn1c(=O)c2c(nc(C=Cc3cc(OC)c(OC)cc3S(=O)(=O)O)n2C)n(CCC)c1=O, N. Yields the product CCCn1c(=O)c2c(nc(C=Cc3cc(OC)c(OC)cc3S(N)(=O)=O)n2C)n(CCC)c1=O. As a reaction SMILES: [CH3:1][O:2][c:3]1[cH:4][c:5]([S:31](=[O:32])(=[O:33])[OH:34])[c:6]([CH:7]=[CH:8][c:9]2[n:10][c:11]3[n:12]([CH2:24][CH2:25][CH3:26])[c:13](=[O:23])[n:14]([CH2:20][CH2:21][CH3:22])[c:15](=[O:19])[c:16]3[n:17]2[CH3:18])[cH:27][c:28]1[O:29][CH3:30].[NH3:35]>>[CH3:1][O:2][c:3]1[cH:4][c:5]([S:31](=[O:32])(=[O:34])[NH2:35])[c:6]([CH:7]=[CH:8][c:9]2[n:10][c:11]3[n:12]([CH2:24][CH2:25][CH3:26])[c:13](=[O:23])[n:14]([CH2:20][CH2:21][CH3:22])[c:15](=[O:19])[c:16]3[n:17]2[CH3:18])[cH:27][c:28]1[O:29][CH3:30]. The solvent is CO (MeOH). The reactants are NC1=C(SC=C1)C(N)=S (3-aminothiophene-2-carbothioamide), OO (H2O2). Yields the product N=1SC(=C2C1C=CS2)N (thieno[3,2-c]isothiazol-3-amine). Procedure details: To a solution of crude 3-aminothiophene-2-carbothioamide in MeOH (5 mL) was added H2O2 (30%, 0.6 mL), after stirring at room temperature for 15 min, it was concentrated to remove most of MeOH, and then diluted with EtOAC, organic layer was washed with brine, concentrated to give crude pdt, purification by column chromatography (DCM/EtOAC=3:1) gave thieno[3,2-c]isothiazol-3-amine (334 mg). Conditions: time 15 minute. As a reaction SMILES: [NH2:1][C:2]1[CH:6]=[CH:5][S:4][C:3]=1[C:7](=[S:9])[NH2:8].OO>CO>[N:1]1[S:9][C:7]([NH2:8])=[C:3]2[S:4][CH:5]=[CH:6][C:2]=12. The product is N(=[N+]=[N-])C[C@H](O)[C@H](C[C@@H](C(C)C)CC1=CC(=C(C=C1)OC)OCCCOC)NC(OC(C)(C)C)=O (tert-Butyl {1(S)-(2-azido-1(S)-hydroxyethyl)-3(S)-[4-methoxy-3-(3-methoxypropoxy)benzyl]-4-methylpentyl}carbamate), SiO2, C(C)(C)OC(C)C (diisopropyl ether). Reactants: [N-]=[N+]=[N-].[Na+] (sodium azide), [Cl-].[NH4+] (ammonium chloride), COC1=C(C=C(C[C@@H](C[C@@H]([C@H]2OC2)NC(OC(C)(C)C)=O)C(C)C)C=C1)OCCCOC (tert-butyl {3(S)-[4-methoxy-3-(3-methoxypropoxy)benzyl]4-methyl-1(S)-(R)-oxiranylpentyl}carbamate), CO (methanol). Reported procedure: The solution of 3.10 g of tert-butyl {3(S)-[4-methoxy-3-(3-methoxypropoxy)benzyl]4-methyl-1(S)-(R)-oxiranylpentyl}carbamate (Example 1b) in 64 ml of methanol is admixed with 1.04 g of sodium azide and 0.62 g of ammonium chloride and stirred at reflux over 6 hours. The reaction solution is cooled, poured onto ice-water and extracted with tert-butyl methyl ether (2×). The combined organic phases are washed successively with water and brine, dried over sodium sulphate and concentrated by evaporatio... As a reaction SMILES: [CH3:1][O:2][C:3]1[CH:26]=[CH:25][C:6]([CH2:7][C@H:8]([CH:22]([CH3:24])[CH3:23])[CH2:9][C@H:10]([NH:14][C:15](=[O:21])[O:16][C:17]([CH3:20])([CH3:19])[CH3:18])[C@@H:11]2[CH2:13][O:12]2)=[CH:5][C:4]=1[O:27][CH2:28][CH2:29][CH2:30][O:31][CH3:32].[N-:33]=[N+:34]=[N-:35].[Na+].[Cl-].[NH4+].[CH3:39]O>>[N:33]([CH2:13][C@@H:11]([C@@H:10]([NH:14][C:15](=[O:21])[O:16][C:17]([CH3:20])([CH3:19])[CH3:18])[CH2:9][C@H:8]([CH2:7][C:6]1[CH:25]=[CH:26][C:3]([O:2][CH3:1])=[C:4]([O:27][CH2:28][CH2:29][CH2:30][O:31][CH3:32])[CH:5]=1)[CH:22]([CH3:24])[CH3:23])[OH:12])=[N+:34]=[N-:35].[CH:28]([O:27][CH:4]([CH3:3])[CH3:5])([CH3:29])[CH3:39] |f:1.2,3.4|. Starting materials: C(\C=C\C1=CC(OC)=C(O)C(OC)=C1)SC[C@H](N)C(=O)O (S-sinapyl-L-cysteine), N[C@@H](CCC(=O)N[C@@H](CSC\C=C\C1=CC(OC)=C(O)C(OC)=C1)C(=O)O)C(=O)O (N-L-γ-glutamyl-S-sinapyl-L-cysteine). Product: C(\C=C\C1=CC(OC)=C(O)C(OC)=C1)SC[C@H](NC(CC[C@H](N)C(=O)O)=O)C(=O)NCC(=O)O (S-sinapyl glutathione). Reaction SMILES: C(SC[C@@H:17]([C:19]([OH:21])=[O:20])[NH2:18])/C=C/C1C=C(OC)C(O)=C(OC)C=1.[NH2:22][C@H:23]([C:49]([OH:51])=[O:50])[CH2:24][CH2:25][C:26]([NH:28][C@H:29]([C:46]([OH:48])=O)[CH2:30][S:31][CH2:32]/[CH:33]=[CH:34]/[C:35]1[CH:45]=[C:42]([O:43][CH3:44])[C:40]([OH:41])=[C:37]([O:38][CH3:39])[CH:36]=1)=[O:27]>>[CH2:32]([S:31][CH2:30][C@@H:29]([C:46]([NH:18][CH2:17][C:19]([OH:21])=[O:20])=[O:48])[NH:28][C:26](=[O:27])[CH2:25][CH2:24][C@@H:23]([C:49]([OH:51])=[O:50])[NH2:22])/[CH:33]=[CH:34]/[C:35]1[CH:36]=[C:37]([O:38][CH3:39])[C:40]([OH:41])=[C:42]([O:43][CH3:44])[CH:45]=1. Reported procedure: The composition of claim 5, wherein the mixture of S-sinapyl-L-cysteine, N-L-γ-glutamyl-S-sinapyl-L-cysteine, and S-sinapyl glutathione is isolated from pineapple juice. Starting materials: C(C(=O)Cl)(=O)Cl (oxalyl chloride), ClC=1C=C(C=CC1Cl)CC(=O)O (2-(3,4-dichlorophenyl)acetic acid), crude residue, N1CCC2=CC(=CC=C12)S(=O)(=O)N (indoline-5-sulfonamide), C(=O)([O-])[O-].[K+].[K+] (K2CO3), N1CCC2=CC(=CC=C12)S(=O)(=O)N (indoline-5-sulfonamide). The reagents and catalysts are CN(C)C=O (DMF). The solvent is CCOC(=O)C (EtOAc), C(=O)(O)[O-].[Na+] (NaHCO3), ClCCCl (DCE), CC#N (MeCN). Run at time 40 minute. The product is ClC=1C=C(C=CC1Cl)CC(=O)N1CCC2=CC(=CC=C12)S(=O)(=O)N (1-(2-(3,4-Dichlorophenyl)acetyl)indoline-5-sulfonamide). Isolated yield 76.6%. RXN SMILES: [Cl:1][C:2]1[CH:3]=[C:4]([CH2:9][C:10]([OH:12])=O)[CH:5]=[CH:6][C:7]=1[Cl:8].C(Cl)(=O)C(Cl)=O.[NH:19]1[C:27]2[C:22](=[CH:23][C:24]([S:28]([NH2:31])(=[O:30])=[O:29])=[CH:25][CH:26]=2)[CH2:21][CH2:20]1.C([O-])([O-])=O.[K+].[K+]>ClCCCl.CN(C=O)C.CC#N.CCOC(C)=O.C([O-])(O)=O.[Na+]>[Cl:1][C:2]1[CH:3]=[C:4]([CH2:9][C:10]([N:19]2[C:27]3[C:22](=[CH:23][C:24]([S:28]([NH2:31])(=[O:29])=[O:30])=[CH:25][CH:26]=3)[CH2:21][CH2:20]2)=[O:12])[CH:5]=[CH:6][C:7]=1[Cl:8] |f:3.4.5,10.11|. Procedure: To a suspension of 2-(3,4-dichlorophenyl)acetic acid (137 mg, 0.67 mmol) in DCE (2.0 mL) was added oxalyl chloride (908 μL, 1.82 mmol, 2.0M solution in CH2Cl2) (0.908 mL, 1.816 mmol) followed by one drop of DMF. The resulting reaction mixture was stirred at room temperature for 40 min and then concentrated in vacuo. To a solution of the crude residue in MeCN (4.0 mL) was added indoline-5-sulfonamide (120 mg, 0.61 mmol) and K2CO3 (167 mg, 1.21 mmol). The reaction mixture was stirred at room tempe...